This data is from the Open Reaction Database (ORD), a public repository of structured organic reaction records. The task is: describe an organic reaction: reactants, conditions, products, and yield The reactants are CCO, COC(=O)c1cc(C=O)ccc1OC, [K+], [OH-]. The product is COc1ccc(C=O)cc1C(=O)[O-], [K+]. Reaction SMILES: [CH3:17][CH2:18][OH:19].[CH:1](=[O:2])[c:3]1[cH:4][cH:5][c:6]([O:13][CH3:14])[c:7]([C:8](=[O:9])[O:10][CH3:11])[cH:12]1.[K+:16].[OH-:15]>>[CH:1](=[O:2])[c:3]1[cH:4][cH:5][c:6]([O:13][CH3:14])[c:7]([C:8](=[O:9])[O-:10])[cH:12]1.[K+:16]. Reactants: CC(=O)c1ccc(B(O)O)cc1, O=C([O-])[O-], CCO, COCCOC, CC(C)n1nc(I)c2c(N)ncnc21, [Na+], [Na+], c1ccc(P(c2ccccc2)(c2ccccc2)[Pd](P(c2ccccc2)(c2ccccc2)c2ccccc2)(P(c2ccccc2)(c2ccccc2)c2ccccc2)P(c2ccccc2)(c2ccccc2)c2ccccc2)cc1. RXN SMILES: [C:1]([CH3:2])(=[O:3])[c:4]1[cH:5][cH:6][c:7]([B:10]([OH:11])[OH:12])[cH:8][cH:9]1.[C:27](=[O:28])([O-:29])[O-:30].[CH3:33][CH2:34][OH:35].[CH3:36][O:37][CH2:38][CH2:39][O:40][CH3:41].[I:13][c:14]1[n:15][n:16]([CH:24]([CH3:25])[CH3:26])[c:17]2[n:18][cH:19][n:20][c:21]([NH2:23])[c:22]12.[Na+:31].[Na+:32].[cH:42]1[cH:43][cH:44][c:45]([P:46]([Pd:47]([P:48]([c:49]2[cH:50][cH:51][cH:52][cH:53][cH:54]2)([c:55]2[cH:56][cH:57][cH:58][cH:59][cH:60]2)[c:61]2[cH:62][cH:63][cH:64][cH:65][cH:66]2)([P:67]([c:68]2[cH:69][cH:70][cH:71][cH:72][cH:73]2)([c:74]2[cH:75][cH:76][cH:77][cH:78][cH:79]2)[c:80]2[cH:81][cH:82][cH:83][cH:84][cH:85]2)[P:86]([c:87]2[cH:88][cH:89][cH:90][cH:91][cH:92]2)([c:93]2[cH:94][cH:95][cH:96][cH:97][cH:98]2)[c:99]2[cH:100][cH:101][cH:102][cH:103][cH:104]2)([c:105]2[cH:106][cH:107][cH:108][cH:109][cH:110]2)[c:111]2[cH:112][cH:113][cH:114][cH:115][cH:116]2)[cH:117][cH:118]1>>[C:1]([CH3:2])(=[O:3])[c:4]1[cH:5][cH:6][c:7](-[c:14]2[n:15][n:16]([CH:24]([CH3:25])[CH3:26])[c:17]3[n:18][cH:19][n:20][c:21]([NH2:23])[c:22]23)[cH:8][cH:9]1. Yields the product CC(=O)c1ccc(-c2nn(C(C)C)c3ncnc(N)c23)cc1. The reactants are ice water, NC=1C=C(C=C(C1)S(F)(F)(F)(F)F)C(C)=O (1-[3-Amino-5-(pentafluorosulfanyl)phenyl]ethanone), C(CCC(=O)O)(=O)O (succinic acid), C(CCC(=O)O)(=O)O (succinic acid). Solvent: polyphosphoric acid. Run at temperature 130 celsius, time 8 hour. Product: C(C)(=O)C=1C=C(C=C(C1)S(F)(F)(F)(F)F)N1C(CCC1=O)=O (1-[3-Acetyl-5-(pentafluorosulfanyl)phenyl]pyrrolidine-2,5-dione). The yield is 16.1%. Reaction SMILES: [NH2:1][C:2]1[CH:3]=[C:4]([C:14](=[O:16])[CH3:15])[CH:5]=[C:6]([S:8]([F:13])([F:12])([F:11])([F:10])[F:9])[CH:7]=1.[C:17](O)(=[O:23])[CH2:18][CH2:19][C:20](O)=[O:21]>>[C:14]([C:4]1[CH:3]=[C:2]([N:1]2[C:20](=[O:21])[CH2:19][CH2:18][C:17]2=[O:23])[CH:7]=[C:6]([S:8]([F:13])([F:9])([F:10])([F:11])[F:12])[CH:5]=1)(=[O:16])[CH3:15]. Procedure details: 1-[3-Amino-5-(pentafluorosulfanyl)phenyl]ethanone (200 mg) was mixed with succinic acid (90 mg) in a flask, and then polyphosphoric acid (10 ml) was added. The mixture was heated to 130° C. for 8 h while stirring and, after leaving to stand overnight, further succinic acid (50 mg) was added and the mixture was heated to 130° C. for a further 4 h. After cooling, the mixture was stirred into ice-water and the aqueous solution was extracted five times with ethyl acetate. The combined extracts were ... The reactants are C1(=CC=CC=C1)COC=1C(=NC=CC1)/C=C/C(=O)OC ((E)-methyl 3-[3-(phenylmethoxy)-2-pyridinyl]-2-propenoate), [H-].[Al+3].[Li+].[H-].[H-].[H-] (lithium aluminium hydride), O (water), [OH-].[Na+] (sodium hydroxide), O (water). Solvent: C(C)(=O)OCC (Ethyl acetate), CCOCC (ether), CCOCC (ether). The product is C1(=CC=CC=C1)COC=1C(=NC=CC1)CCCO (3-(Phenylmethoxy)-2-pyridinepropanol). The yield is 12.9%. Reaction SMILES: [C:1]1([CH2:7][O:8][C:9]2[C:10](/[CH:15]=[CH:16]/[C:17](OC)=[O:18])=[N:11][CH:12]=[CH:13][CH:14]=2)[CH:6]=[CH:5][CH:4]=[CH:3][CH:2]=1.[H-].[Al+3].[Li+].[H-].[H-].[H-].O.[OH-].[Na+]>CCOCC.C(OCC)(=O)C>[C:1]1([CH2:7][O:8][C:9]2[C:10]([CH2:15][CH2:16][CH2:17][OH:18])=[N:11][CH:12]=[CH:13][CH:14]=2)[CH:2]=[CH:3][CH:4]=[CH:5][CH:6]=1 |f:1.2.3.4.5.6,8.9|. Procedure: A solution of (E)-methyl 3-[3-(phenylmethoxy)-2-pyridinyl]-2-propenoate (12.0 g) in dry ether (100 ml) was added to a stirred suspension of lithium aluminium hydride (5 g) in ether (200 ml) under nitrogen. The mixture was heated at reflux overnight and treated successively with water (5 ml), 2N sodium hydroxide (10 ml) and water (100 ml). Ethyl acetate (250 ml) was added and the mixture was filtered. The solution was washed with water and brine, dried and concentrated to an oil which was purifie... The reactants are NC(=O)CO, COc1cccc(OC)c1C=O. Yields the product COc1cccc(OC)c1C1NC(=O)CO1. Reaction SMILES: [C:13]([CH2:14][OH:15])(=[O:16])[NH2:17].[CH3:1][O:2][c:3]1[c:4]([CH:5]=[O:6])[c:7]([O:11][CH3:12])[cH:8][cH:9][cH:10]1>>[CH3:1][O:2][c:3]1[c:4]([CH:5]2[O:6][CH2:14][C:13](=[O:16])[NH:17]2)[c:7]([O:11][CH3:12])[cH:8][cH:9][cH:10]1. Starting materials: Cl (HCl), O=C1C(O)=C(O)[C@H](O1)[C@@H](O)CO (L-Ascorbic acid), BrC1=C(N)C=CC=C1 (2-Bromoaniline), N(=O)[O-].[Na+] (sodium nitrite). Solvent: O (water). Conditions: temperature -1 celsius, time 1 hour. Yields the product BrC1=C(C=CC=C1)N(N)C(C(=O)O)=O (2-bromophenylhydrazido oxalic acid). Yield: 95.2%. RXN SMILES: Cl.[Br:2][C:3]1[CH:9]=[CH:8][CH:7]=[CH:6][C:4]=1[NH2:5].[N:10]([O-])=O.[Na+].[O:14]=[C:15]1[O:21][C@H]([C@H](CO)O)C(O)=[C:16]1[OH:17]>O>[Br:2][C:3]1[CH:9]=[CH:8][CH:7]=[CH:6][C:4]=1[N:5]([C:16](=[O:17])[C:15]([OH:21])=[O:14])[NH2:10] |f:2.3|. Procedure details: To a 250 ml flask under a nitrogen atmosphere, concentrated HCl (50 ml, 32%, 0.51 moles) was charged and cooled down to −2 to 0° C. 2-Bromoaniline (10 g, 0.058 moles) was added in one portion as a solid. The acidic suspension was re-cooled to −2 to 0° C. and sodium nitrite (4.8 g, 0.070 moles) dissolved in water (10 ml) was added dropwise to the acidic mixture through an addition funnel over a period of 40 minutes at −2 to 0° C. The resulting mixture (yellow suspension) was stirred for 1 hour at...